describe an organic reaction: reactants, conditions, products, and yield From a dataset of the Open Reaction Database (ORD), a public repository of structured organic reaction records. Reactants: OCC1OC(O)C(CO)C(O)C1OCc1ccccc1, CO, [O-][I+3]([O-])([O-])[O-], [Na+], O. Product: O=CC(CO)C(O)C(C=O)OCc1ccccc1. Reaction SMILES: [CH2:1]([c:2]1[cH:3][cH:4][cH:5][cH:6][cH:7]1)[O:8][CH:9]1[CH:10]([OH:20])[CH:11]([CH2:18][OH:19])[CH:12]([OH:13])[O:14][CH:15]1[CH2:16][OH:17].[CH3:27][OH:28].[I+3:21]([O-:22])([O-:23])([O-:24])[O-:25].[Na+:26].[OH2:29]>>[CH2:1]([c:2]1[cH:3][cH:4][cH:5][cH:6][cH:7]1)[O:8][CH:9]([CH:10]([CH:11]([CH:12]=[O:13])[CH2:18][OH:19])[OH:20])[CH:15]=[O:14]. The reactants are CC(C(O)C1=C(N=C(S1)C1=CC=C(C=C1)C(F)(F)F)C)C ([rac]-2-methyl-1-[4-methyl-2-(4-trifluoromethyl-phenyl)-thiazol-5-yl)-propan-1-ol), C(CCC)P(CCCC)CCCC (tributylphosphine), CN(C(=O)N=NC(=O)N(C)C)C (N,N,N′,N′-tetramethyl azodicarboxamide), C(C)OC(C(CC1=C(C=C(C=C1)O)C)OCC)=O ([rac]-2-ethoxy-3-(4-hydroxy-2-methyl-phenyl)-propionic acid ethyl ester). Yields the product C(C)OC(C(CC1=C(C=C(C=C1)OC(C)C1=CN=C(S1)C1=CC=C(C=C1)C(F)(F)F)C)OCC)=O (2-ethoxy-3-(2-methyl-4-{1-[2-(4-trifluoromethyl-phenyl)-thiazol-5-yl]-ethoxy}-phenyl)-propionic acid ethyl ester). Reaction SMILES: [CH2:1]([O:3][C:4](=[O:18])[CH:5]([O:15][CH2:16][CH3:17])[CH2:6][C:7]1[CH:12]=[CH:11][C:10]([OH:13])=[CH:9][C:8]=1[CH3:14])[CH3:2].C[CH:20](C)[CH:21]([C:23]1[S:27][C:26]([C:28]2[CH:33]=[CH:32][C:31]([C:34]([F:37])([F:36])[F:35])=[CH:30][CH:29]=2)=[N:25][C:24]=1C)O.C(P(CCCC)CCCC)CCC.CN(C)C(N=NC(N(C)C)=O)=O>>[CH2:1]([O:3][C:4](=[O:18])[CH:5]([O:15][CH2:16][CH3:17])[CH2:6][C:7]1[CH:12]=[CH:11][C:10]([O:13][CH:21]([C:23]2[S:27][C:26]([C:28]3[CH:29]=[CH:30][C:31]([C:34]([F:36])([F:37])[F:35])=[CH:32][CH:33]=3)=[N:25][CH:24]=2)[CH3:20])=[CH:9][C:8]=1[CH3:14])[CH3:2]. Reported procedure: In analogy to the procedure described in example 10 c], [rac]-2-ethoxy-3-(4-hydroxy-2-methyl-phenyl)-propionic acid ethyl ester (example 10 b]) was reacted with [rac]-1-[2-(4-trifluoromethyl-phenyl)-thiazol-5-yl]-ethanol [PCT Int. Appl. (2002), WO 02/062774 A1] in the presence of tributylphosphine and N,N,N′,N′-tetramethyl azodicarboxamide to yield 2-ethoxy-3-(2-methyl-4-{1-[2-(4-trifluoromethyl-phenyl)-thiazol-5-yl]-ethoxy}-phenyl)-propionic acid ethyl ester as a mixture of two diastereomeric r... The reactants are Cl, O=N[O-], Cc1ccc(C#N)cc1N, [Na+], O. Yields the product Cc1ccc(C#N)cc1O. Reaction SMILES: [ClH:16].[N:1](=[O:2])[O-:3].[NH2:5][c:6]1[cH:7][c:8]([C:9]#[N:10])[cH:11][cH:12][c:13]1[CH3:14].[Na+:4].[OH2:15]>>[OH:2][c:6]1[cH:7][c:8]([C:9]#[N:10])[cH:11][cH:12][c:13]1[CH3:14]. Reaction SMILES: [NH:1]1[CH2:6][CH2:5][CH:4]([CH2:7][OH:8])[CH2:3][CH2:2]1.[C:9](=O)([O:17]C1C=CC([N+]([O-])=O)=CC=1)[O:10][CH2:11][CH2:12][Si:13]([CH3:16])([CH3:15])[CH3:14].C(N(CC)C(C)C)(C)C>C1COCC1>[OH:8][CH2:7][CH:4]1[CH2:5][CH2:6][N:1]([C:9]([O:10][CH2:11][CH2:12][Si:13]([CH3:16])([CH3:15])[CH3:14])=[O:17])[CH2:2][CH2:3]1. Solvent: C1CCOC1 (THF). Conditions: time 1 hour. Procedure: 10.5 g of 4-piperidinylmethanol were dissolved in 170 ml of THF. 25.8 g of 2-(trimethylsilyl)ethyl 4-nitrophenyl carbonate and 15.9 ml of N,N-diisopropylethylamine were successively added thereto. The mixture was stirred at room temperature for 1 h and then the solvent was removed in vacuo. The residue was taken up in 400 ml of ethyl acetate and washed once with 300 ml of 0.5 N HCl and twice with 250 ml of 1 N NaOH each time. The organic phase was dried with MgSO4, the solvent was removed in vac... Yields the product OCC1CCN(CC1)C(=O)OCC[Si](C)(C)C (2-Trimethylsilanylethyl 4-hydroxymethylpiperidine-1-carboxylate). Starting materials: C(OCC[Si](C)(C)C)(OC1=CC=C(C=C1)[N+](=O)[O-])=O (2-(trimethylsilyl)ethyl 4-nitrophenyl carbonate), C(C)(C)N(C(C)C)CC (N,N-diisopropylethylamine), N1CCC(CC1)CO (4-piperidinylmethanol). Procedure: 0.50 mL of methanol, 0.50 mL of tetrahydrofuran and 8.3 mg of potassium carbonate were added to 15 mg of 2-(3-acetoxybenzamido)-4-phenylbenzoic acid at room temperature sequentially and stirred at the same temperature for 2 hours. 10% citric acid aqueous solution was added to the reaction mixture and a solid substance was separated by filtration to obtain 12 mg of 2-(3-hydroxybenzamido)-4-phenylbenzoic acid as while solid. Run at time 2 hour. Starting materials: CO (methanol), C([O-])([O-])=O.[K+].[K+] (potassium carbonate), C(C)(=O)OC=1C=C(C(=O)NC2=C(C(=O)O)C=CC(=C2)C2=CC=CC=C2)C=CC1 (2-(3-acetoxybenzamido)-4-phenylbenzoic acid), C(CC(O)(C(=O)O)CC(=O)O)(=O)O (citric acid). As a reaction SMILES: CO.C(=O)([O-])[O-].[K+].[K+].C([O:12][C:13]1[CH:14]=[C:15]([CH:34]=[CH:35][CH:36]=1)[C:16]([NH:18][C:19]1[CH:27]=[C:26]([C:28]2[CH:33]=[CH:32][CH:31]=[CH:30][CH:29]=2)[CH:25]=[CH:24][C:20]=1[C:21]([OH:23])=[O:22])=[O:17])(=O)C.C(O)(=O)CC(CC(O)=O)(C(O)=O)O>O1CCCC1>[OH:12][C:13]1[CH:14]=[C:15]([CH:34]=[CH:35][CH:36]=1)[C:16]([NH:18][C:19]1[CH:27]=[C:26]([C:28]2[CH:33]=[CH:32][CH:31]=[CH:30][CH:29]=2)[CH:25]=[CH:24][C:20]=1[C:21]([OH:23])=[O:22])=[O:17] |f:1.2.3|. Solvent: O1CCCC1 (tetrahydrofuran). Isolated yield 90.1%. The product is OC=1C=C(C(=O)NC2=C(C(=O)O)C=CC(=C2)C2=CC=CC=C2)C=CC1 (2-(3-hydroxybenzamido)-4-phenylbenzoic acid). Reactants: C(C)(C)(C)OC(=O)N[C@H]1[C@@H](C[C@@H](CC1)C(=O)O)OC ((1R,3R,4R)-4-tert-Butoxycarbonylamino-3-methoxy-cyclohexanecarboxylic acid), ON1N=NC2=C1N=CC=C2 (1-hydroxy-7-azabenzotriazole), Cl.CN(CCCN=C=NCC)C ((3-dimethylamino-propyl)-ethyl-carbodiimide hydrochloride), C(O)([O-])=O.[NH4+] (ammonium hydrogen carbonate). Solvent: CN(C)C=O (DMF). Conditions: time 18 hour. Yields the product C(C)(C)(C)OC(N[C@H]1[C@@H](C[C@@H](CC1)C(N)=O)OC)=O (((1R,2R,4R)-4-Carbamoyl-2-methoxy-cyclohexyl)-carbamic acid tert-butyl ester). Isolated yield 75.9%. Reaction SMILES: [C:1]([O:5][C:6]([NH:8][C@@H:9]1[CH2:14][CH2:13][C@@H:12]([C:15](O)=[O:16])[CH2:11][C@H:10]1[O:18][CH3:19])=[O:7])([CH3:4])([CH3:3])[CH3:2].O[N:21]1C2N=CC=CC=2N=N1.Cl.CN(C)CCCN=C=NCC.C(=O)([O-])O.[NH4+]>CN(C=O)C>[C:1]([O:5][C:6](=[O:7])[NH:8][C@@H:9]1[CH2:14][CH2:13][C@@H:12]([C:15](=[O:16])[NH2:21])[CH2:11][C@H:10]1[O:18][CH3:19])([CH3:4])([CH3:3])[CH3:2] |f:2.3,4.5|. Reported procedure: A solution of the acid (f) (5.0 g, 18 mmol) and 1-hydroxy-7-azabenzotriazole (2.73 g, 20 mmol) in DMF (200 ml) was treated with (3-dimethylamino-propyl)-ethyl-carbodiimide hydrochloride (3.87 g, 20 mmol) and ammonium hydrogen carbonate (5.8 g, 73 mmol). The mixture was stirred at room temperature for 18 hours then evaporated to dryness. The residue was partitioned between ethyl acetate and saturated aqueous sodium bicarbonate solution. The organic extract was dried and evaporated. Trituration wi... The reactants are [C+4], COc1ccccc1Oc1cc(Oc2cccnc2)cc(N)c1[N+](=O)[O-], CO, [H][H], [OH-], [OH-], [OH-], [OH-], [OH-], [OH-], [Pd+2]. Yields the product COc1ccccc1Oc1cc(Oc2cccnc2)cc(N)c1N. RXN SMILES: [C+4:29].[CH3:1][O:2][c:3]1[c:4]([O:5][c:6]2[c:7]([N+:20]([O-:21])=[O:22])[c:8]([NH2:9])[cH:10][c:11]([O:13][c:14]3[cH:15][n:16][cH:17][cH:18][cH:19]3)[cH:12]2)[cH:23][cH:24][cH:25][cH:26]1.[CH3:37][OH:38].[H:27][H:28].[OH-:30].[OH-:32].[OH-:33].[OH-:34].[OH-:35].[OH-:36].[Pd+2:31]>>[CH3:1][O:2][c:3]1[c:4]([O:5][c:6]2[c:7]([NH2:20])[c:8]([NH2:9])[cH:10][c:11]([O:13][c:14]3[cH:15][n:16][cH:17][cH:18][cH:19]3)[cH:12]2)[cH:23][cH:24][cH:25][cH:26]1. The reactants are C1(CC(CC2=CC=CC=C12)CC(=O)O)=O (2-(1,2,3,4-tetrahydro naphthalene 1-one 3-yl)acetic acid), C(C)O (ethanol), C(C)O (ethanol). Run in C1=CC=CC=C1 (benzene). The product is C(C)OC(CC1CC(C2=CC=CC=C2C1)=O)=O (2-(1,2,3,4-tetrahydro naphthalene 1-one 3-yl)acetic acid ethyl ester). The yield is 100.0%. Reaction SMILES: [C:1]1(=[O:15])[C:10]2[C:5](=[CH:6][CH:7]=[CH:8][CH:9]=2)[CH2:4][CH:3]([CH2:11][C:12]([OH:14])=[O:13])[CH2:2]1.[CH2:16](O)[CH3:17]>C1C=CC=CC=1>[CH2:16]([O:13][C:12](=[O:14])[CH2:11][CH:3]1[CH2:4][C:5]2[C:10](=[CH:9][CH:8]=[CH:7][CH:6]=2)[C:1](=[O:15])[CH2:2]1)[CH3:17]. Procedure details: A solution of 28.3 g of 2-(1,2,3,4-tetrahydro naphthalene 1-one 3-yl)acetic acid (VIII) in 150 ml of ethanol, 30 ml of 7 N hydrochloric ethanol and 150 ml of benzene is brought to reflux for 8 hours. Then the solvents are evaporated, the residue is taken up in ether, washed with water, dried on sodium sulfate, filtered and the filtrate evaporated. 38 g (Yield ~100%) of 2-(1,2,3,4-tetrahydro naphthalene 1-one 3-yl)acetic acid ethyl ester are obtained, the NMR spectrum of which has the following c... Starting materials: CNC, CCO, Cc1cc(Cl)nc(N)n1. Product: Cc1cc(N(C)C)nc(N)n1. As a reaction SMILES: [CH3:10][NH:11][CH3:12].[CH3:13][CH2:14][OH:15].[NH2:1][c:2]1[n:3][c:4]([Cl:9])[cH:5][c:6]([CH3:8])[n:7]1>>[NH2:1][c:2]1[n:3][c:4]([N:11]([CH3:10])[CH3:12])[cH:5][c:6]([CH3:8])[n:7]1.